From a dataset of the Open Reaction Database (ORD), a public repository of structured organic reaction records. describe an organic reaction: reactants, conditions, products, and yield Reactants: ClCNC([O-])=O (chloromethylcarbamate), C=1C=CC2=C(C1)NC(=N2)C3=CSC=N3 (thiabendazole), CC(=O)C (acetone), [I-].[Na+] (sodium iodide). Yields the product ICOC(=O)N1C(=NC2=C1C=CC=C2)C=2N=CSC2 (1-Iodomethoxycarbonyl-2(4-thiazolyl)benzimidazole). Reaction SMILES: ClCN[C:4](=[O:6])[O-].[CH:7]1[CH:8]=[CH:9][C:10]2[N:15]=[C:14]([C:16]3[N:20]=[CH:19][S:18][CH:17]=3)[NH:13][C:11]=2[CH:12]=1.[I-:21].[Na+].C[C:24](C)=[O:25]>>[I:21][CH2:4][O:6][C:24]([N:15]1[C:10]2[CH:9]=[CH:8][CH:7]=[CH:12][C:11]=2[N:13]=[C:14]1[C:16]1[N:20]=[CH:19][S:18][CH:17]=1)=[O:25] |f:2.3|. Reported procedure: The above chloromethylcarbamate of thiabendazole (1 g) was dissolved in acetone (50 ml) and stirred at room temperature with sodium iodide (1 g) for 72 hours. The acetone was evaporated off. The residue taken in chloroform was washed with water, aqueous sodium bisulfite and water. The chloroform solution was evaporated to furnish 1.2 g of a light yellow solid which tended to decompose on attempting crystallize from EtOAc. NMR (CDCl3) δ6.03 (2H, s, OCH2I), 7.3-8.1 (5H, m, aromatic) and 8.96 (1H, ... The reactants are COc1ccc(S(=O)(=O)Cl)c(Cl)c1Cl, ClCCl, O=S(=O)(O)O, [Zn]. Yields the product COc1ccc(S)c(Cl)c1Cl. Reaction SMILES: [Cl:1][c:2]1[c:3]([S:11]([Cl:12])(=[O:13])=[O:14])[cH:4][cH:5][c:6]([O:9][CH3:10])[c:7]1[Cl:8].[Cl:20][CH2:21][Cl:22].[S:15](=[O:16])(=[O:17])([OH:18])[OH:19].[Zn:23]>>[Cl:1][c:2]1[c:3]([SH:11])[cH:4][cH:5][c:6]([O:9][CH3:10])[c:7]1[Cl:8]. Reactants: OCCCCNS(=O)(=O)C1=CC(=C(C=C1)Br)F (4-bromo-3-fluorophenyl-sulfonic acid-(4-hydroxybutyl)-amide), FC(C1=CC=C(C=C1)B(O)O)(F)F (4-trifluoromethylphenyl boronic acid). The product is OCCCCNS(=O)(=O)C1=CC(=C(C=C1)C1=CC=C(C=C1)C(F)(F)F)F (2-Fluoro-4′-trifluoromethylbiphenyl-4-sulfonic acid-(4-hydroxybutyl)-amide). Reaction SMILES: [OH:1][CH2:2][CH2:3][CH2:4][CH2:5][NH:6][S:7]([C:10]1[CH:15]=[CH:14][C:13](Br)=[C:12]([F:17])[CH:11]=1)(=[O:9])=[O:8].[F:18][C:19]([F:30])([F:29])[C:20]1[CH:25]=[CH:24][C:23](B(O)O)=[CH:22][CH:21]=1>>[OH:1][CH2:2][CH2:3][CH2:4][CH2:5][NH:6][S:7]([C:10]1[CH:15]=[CH:14][C:13]([C:23]2[CH:24]=[CH:25][C:20]([C:19]([F:30])([F:29])[F:18])=[CH:21][CH:22]=2)=[C:12]([F:17])[CH:11]=1)(=[O:9])=[O:8]. Procedure: Using a method analogous to that described in Example 40, 4-bromo-3-fluorophenyl-sulfonic acid-(4-hydroxybutyl)-amide and 4-trifluoromethylphenyl boronic acid were reacted to give the title compound as a white solid. δC (DMSO, 62.9 MHz): 26.4, 29.5, 43.2, 62.2, 115.4 (d, J 25.4), 123.2, 125.7, 129.4, 130.8 (d, J 22.2), 131.6, 137.6, 141.5 (d, J 6.8) and 159.3 (d, J 253.9). Reactants: FC=1C=C(N)C=CC1C(F)(F)F (3-fluoro-4-trifluoromethylaniline), [Na] (sodium), BrC(C(=O)O)C(C)C (α-bromoisovaleric acid). The product is FC=1C=C(C=CC1C(F)(F)F)N[C@@H](C(C)C)C(=O)O (N-(3-fluoro-4-trifluoromethylphenyl)valine). As a reaction SMILES: [F:1][C:2]1[CH:3]=[C:4]([CH:6]=[CH:7][C:8]=1[C:9]([F:12])([F:11])[F:10])[NH2:5].[Na].Br[CH:15]([CH:19]([CH3:21])[CH3:20])[C:16]([OH:18])=[O:17]>>[F:1][C:2]1[CH:3]=[C:4]([NH:5][C@H:15]([C:16]([OH:18])=[O:17])[CH:19]([CH3:21])[CH3:20])[CH:6]=[CH:7][C:8]=1[C:9]([F:10])([F:11])[F:12] |^1:12|. Reported procedure: Following the procedure of Example 38, 3-fluoro-4-trifluoromethylaniline is reacted with the sodium salt of α-bromoisovaleric acid to yield N-(3-fluoro-4-trifluoromethylphenyl)valine, which is esterified to yield the m-phenoxybenzyl ester of N-(3-fluoro-4-trifluoromethylphenyl)valine. Starting materials: [C-]#N.[K+] (potassium cyanide), ClC1=CC=C(C=C1)C(C(=O)OC(C1=CC(=CC=C1)OC1=CC=CC=C1)Cl)C(C)C (α-chloro-3-phenoxybenzyl 2-(p-chlorophenyl)-2-isopropyl-acetate). Solvent: CCOCC (Ether). Conditions: temperature 20 celsius, time 72 hour. Product: ClC1=CC=C(C=C1)C(C(=O)OC(C1=CC(=CC=C1)OC1=CC=CC=C1)C#N)C(C)C (α-cyano-3-phenoxy-benzyl 2-(p-chlorophenyl)-2-isopropyl-acetate). Reaction SMILES: [C-:1]#[N:2].[K+].[Cl:4][C:5]1[CH:10]=[CH:9][C:8]([CH:11]([CH:30]([CH3:32])[CH3:31])[C:12]([O:14][CH:15](Cl)[C:16]2[CH:21]=[CH:20][CH:19]=[C:18]([O:22][C:23]3[CH:28]=[CH:27][CH:26]=[CH:25][CH:24]=3)[CH:17]=2)=[O:13])=[CH:7][CH:6]=1>CCOCC>[Cl:4][C:5]1[CH:10]=[CH:9][C:8]([CH:11]([CH:30]([CH3:32])[CH3:31])[C:12]([O:14][CH:15]([C:1]#[N:2])[C:16]2[CH:21]=[CH:20][CH:19]=[C:18]([O:22][C:23]3[CH:28]=[CH:27][CH:26]=[CH:25][CH:24]=3)[CH:17]=2)=[O:13])=[CH:7][CH:6]=1 |f:0.1|. Procedure details: 1.5 g of potassium cyanide were added to a mixture of 80 ml of acetonitrileand the solution obtained in Example 9 and the mixture was stirred at 20° C. for 72 hours. Ether was added to the mixture which was then filtered to remove insolubles. The filtrate was evaporated to dryness under reduced pressure and the residue was chromatographed over silica gel. Elution with a 95-5 cyclohexane-acetone mixture yielded 6.5 g of RS α-cyano-3-phenoxy-benzyl 2-(p-chlorophenyl)-2-isopropyl-acetate. Reactants: solution, [Li]CCCC (n-BuLi), CCCCCC (hexane), C[Si](N[Si](C)(C)C)(C)C (Hexamethyldisilazane), C(C)OC(C/N=C/N(C)C)=O ((E)-(dimethylamino-methyleneamino)-acetic acid ethyl ester), ClC=1CN(C(C2=C(N1)C=CC(=C2)C)=O)CC2=C(C=C(C=C2)OC)OC (2-chloro-4-(2,4-dimethoxy-benzyl)-7-methyl-3,4-dihydro-benzo[e][1,4]diazepin-5-one). Solvent: C(C)(=O)O (acetic acid), O (water), C1CCOC1 (THF), C1CCOC1 (THF). Reaction conditions: temperature -70 celsius, time 1 hour. The product is C(C)OC(=O)C=1N=CN2C3=C(C(N(CC12)CC1=C(C=C(C=C1)OC)OC)=O)C=C(C=C3)C (5-(2,4-Dimethoxy-benzyl)-8-methyl-6-oxo-5,6-dihydro-4H-2,5,10b-triaza-benzo[e]azulene-3-carboxylic Acid Ethyl Ester). RXN SMILES: C[Si](C)(C)N[Si](C)(C)C.[Li]CCCC.CCCCCC.[CH2:21]([O:23][C:24](=[O:31])[CH2:25]/[N:26]=[CH:27]/[N:28]([CH3:30])[CH3:29])[CH3:22].ClC1[CH2:34][N:35]([CH2:46][C:47]2[CH:52]=[CH:51][C:50]([O:53][CH3:54])=[CH:49][C:48]=2[O:55][CH3:56])[C:36](=[O:45])[C:37]2[CH:43]=[C:42]([CH3:44])[CH:41]=[CH:40]C=2N=1>C1COCC1.O.C(O)(=O)C>[CH2:21]([O:23][C:24]([C:25]1[N:26]=[CH:27][N:28]2[C:30]=1[CH2:34][N:35]([CH2:46][C:47]1[CH:52]=[CH:51][C:50]([O:53][CH3:54])=[CH:49][C:48]=1[O:55][CH3:56])[C:36](=[O:45])[C:37]1[CH:43]=[C:42]([CH3:44])[CH:41]=[CH:40][C:29]2=1)=[O:31])[CH3:22]. Procedure: Hexamethyldisilazane (68.7 mL, 330 mmol) was dissolved in THF (350 mL), cooled under Argon to −70° C., and treated slowly with a 1.6 M solution of n-BuLi in hexane (206 mL, 330 mmol). After stirring for 1 h at −70° C., a solution of (E)-(dimethylamino-methyleneamino)-acetic acid ethyl ester (31.6 g, 200 mmol) in THF (30 mL) was added, and stirring continued for 1 h at −70° C. Then a solution of 2-chloro-4-(2,4-dimethoxy-benzyl)-7-methyl-3,4-dihydro-benzo[e][1,4]diazepin-5-one (35.9 g, 100 mmol) ... The reactants are C\C(=C/C(=O)O)\C=C\C=C(\C=C\C1=C(C(=C(C=C1C)OC(F)(F)F)C)C)/C ((2E,4E,6E,8E)-3,7-dimethyl-9-[2,3,6-trimethyl-4-(trifluoromethoxy)phenyl]-nonatetraenoic acid), C\C(=C/C(=O)OCC)\C=C\C=C(\C=C\C1=C(C(=C(C=C1Cl)OC(F)(F)F)C)Cl)/C (ethyl (2E,4E,6E,8E)-3,7-dimethyl-9-[2,6-dichloro-3-methyl-4-(trifluoromethoxy)phenyl]-nonatetraenoate), [OH-].[K+] (KOH). The solvent is O1CCOCC1 (dioxane). The product is C\C(=C/C(=O)O)\C=C\C=C(\C=C\C1=C(C(=C(C=C1Cl)OC(F)(F)F)C)Cl)/C ((2E,4E,6E,8E)- 3,7-dimethyl-9-[2,6-dichloro-3-methyl-4-(trifluoromethyoxy)phenyl]-nonatetraenoic acid). As a reaction SMILES: C/C(/C=C/C=C(\C)/C=C/C1C(C)=CC(OC(F)(F)F)=C(C)C=1C)=C\C(O)=O.[CH3:28]/[C:29](/[CH:36]=[CH:37]/[CH:38]=[C:39](\[CH3:56])/[CH:40]=[CH:41]/[C:42]1[C:47]([Cl:48])=[CH:46][C:45]([O:49][C:50]([F:53])([F:52])[F:51])=[C:44]([CH3:54])[C:43]=1[Cl:55])=[CH:30]\[C:31]([O:33]CC)=[O:32].[OH-].[K+]>O1CCOCC1>[CH3:28]/[C:29](/[CH:36]=[CH:37]/[CH:38]=[C:39](\[CH3:56])/[CH:40]=[CH:41]/[C:42]1[C:47]([Cl:48])=[CH:46][C:45]([O:49][C:50]([F:52])([F:51])[F:53])=[C:44]([CH3:54])[C:43]=1[Cl:55])=[CH:30]\[C:31]([OH:33])=[O:32] |f:2.3|. Procedure: In a manner similar to that described in Example 5 for preparing (2E,4E,6E,8E)-3,7-dimethyl-9-[2,3,6-trimethyl-4-(trifluoromethoxy)phenyl]-nonatetraenoic acid, 0.04 mol of ethyl (2E,4E,6E,8E)-3,7-dimethyl-9-[2,6-dichloro-3-methyl-4-(trifluoromethoxy)phenyl]-nonatetraenoate in dioxane solution could be treated with 2N methanolic KOH at reflux for 4 hours. Acidification and extractive workup would produce (2E,4E,6E,8E)- 3,7-dimethyl-9-[2,6-dichloro-3-methyl-4-(trifluoromethyoxy)phenyl]-nonatetraen... Reagents/catalysts: Cl[Pd]([P](C1=CC=CC=C1)(C2=CC=CC=C2)C3=CC=CC=C3)([P](C4=CC=CC=C4)(C5=CC=CC=C5)C6=CC=CC=C6)Cl (Pd(PPh3)2Cl2). Product: ClC(OC1=CC=C(C=C1)NC(C1=CN=C(C(=C1)C1=CC=NN1)N1C[C@H](CC1)CO)=O)(F)F ((S)—N-(4-(Chlorodifluoromethoxy)phenyl)-6-(3-(hydroxymethyl)pyrrolidin-1-yl)-5-(1H-pyrazol-5-yl)nicotinamide). The reactants are Si-Thiol, BrC=1C(=NC=C(C(=O)NC2=CC=C(C=C2)OC(F)(F)Cl)C1)N1C[C@H](CC1)CO ((S)-5-bromo-N-(4-(chlorodifluoromethoxy)phenyl)-6-(3-(hydroxymethyl)pyrrolidin-1-yl)nicotinamide), O1C(CCCC1)N1N=CC=C1B1OC(C(O1)(C)C)(C)C (1-(tetrahydro-2H-pyran-2-yl)-5-(4,4,5,5-tetramethyl-1,3,2-dioxaborolan-2-yl)-1H-pyrazole), C(=O)([O-])[O-].[Na+].[Na+] (Na2CO3), N (NH3), CO (MeOH), C(=O)(C(F)(F)F)O (TFA). RXN SMILES: Br[C:2]1[C:3]([N:22]2[CH2:26][CH2:25][C@H:24]([CH2:27][OH:28])[CH2:23]2)=[N:4][CH:5]=[C:6]([CH:21]=1)[C:7]([NH:9][C:10]1[CH:15]=[CH:14][C:13]([O:16][C:17]([Cl:20])([F:19])[F:18])=[CH:12][CH:11]=1)=[O:8].O1CCCCC1[N:35]1[C:39](B2OC(C)(C)C(C)(C)O2)=[CH:38][CH:37]=[N:36]1.C([O-])([O-])=O.[Na+].[Na+].C(O)(C(F)(F)F)=O.N.CO>Cl[Pd](Cl)([P](C1C=CC=CC=1)(C1C=CC=CC=1)C1C=CC=CC=1)[P](C1C=CC=CC=1)(C1C=CC=CC=1)C1C=CC=CC=1.C(Cl)Cl.CCO.O.COCCOC>[Cl:20][C:17]([F:19])([F:18])[O:16][C:13]1[CH:14]=[CH:15][C:10]([NH:9][C:7](=[O:8])[C:6]2[CH:21]=[C:2]([C:37]3[NH:36][N:35]=[CH:39][CH:38]=3)[C:3]([N:22]3[CH2:26][CH2:25][C@H:24]([CH2:27][OH:28])[CH2:23]3)=[N:4][CH:5]=2)=[CH:11][CH:12]=1 |f:2.3.4,^1:67,86|. Procedure: A mixture of (S)-5-bromo-N-(4-(chlorodifluoromethoxy)phenyl)-6-(3-(hydroxymethyl)pyrrolidin-1-yl)nicotinamide (Stage 10.1, 119 mg, 0.25 mmol), 1-(tetrahydro-2H-pyran-2-yl)-5-(4,4,5,5-tetramethyl-1,3,2-dioxaborolan-2-yl)-1H-pyrazole (139 mg, 0.5 mmol), Pd(PPh3)2Cl2 (0.018 g, 0.025 mmol), Na2CO3 (0.106 g, 1.000 mmol), DME (1.061 mL), water (0.303 mL) and EtOH (0.152 mL) were added to a MW vial which was sealed, evacuated/purged 3 times with argon then subjected to MW irradiation at 125° C. for 20 ... The solvent is CCO (EtOH), O (water), COCCOC (DME), C(Cl)Cl (DCM). Conditions: time 2 hour. Reactants: CO, CC(C)(O)C1CCN(C(=O)OCc2ccccc2)CC1. Yields the product CC(C)(O)C1CCNCC1. Reaction SMILES: [CH3:21][OH:22].[OH:1][C:2]([CH3:3])([CH3:4])[CH:5]1[CH2:6][CH2:7][N:8]([C:11]([O:12][CH2:13][c:14]2[cH:15][cH:16][cH:17][cH:18][cH:19]2)=[O:20])[CH2:9][CH2:10]1>>[OH:1][C:2]([CH3:3])([CH3:4])[CH:5]1[CH2:6][CH2:7][NH:8][CH2:9][CH2:10]1. Starting materials: C1CCOC1, CCCC[N+](CCCC)(CCCC)CCCC, [F-], Cc1cc(C(=O)NCc2ccccc2-c2ccco2)ccc1CNC(=O)N1CC(=O)N(CCO[Si](C)(C)C(C)(C)C)c2cccc(F)c21. The product is Cc1cc(C(=O)NCc2ccccc2-c2ccco2)ccc1CNC(=O)N1CC(=O)N(CCO)c2cccc(F)c21. Reaction SMILES: [CH2:67]1[O:68][CH2:69][CH2:70][CH2:71]1.[CH3:50][CH2:51][CH2:52][CH2:53][N+:54]([CH2:55][CH2:56][CH2:57][CH3:58])([CH2:59][CH2:60][CH2:61][CH3:62])[CH2:63][CH2:64][CH2:65][CH3:66].[F-:49].[o:1]1[c:2](-[c:6]2[c:7]([CH2:12][NH:13][C:14](=[O:15])[c:16]3[cH:17][c:18]([CH3:48])[c:19]([CH2:20][NH:21][C:22](=[O:23])[N:24]4[CH2:25][C:26](=[O:45])[N:27]([CH2:35][CH2:36][O:37][Si:38]([C:39]([CH3:40])([CH3:41])[CH3:42])([CH3:43])[CH3:44])[c:28]5[cH:29][cH:30][cH:31][c:32]([F:34])[c:33]54)[cH:46][cH:47]3)[cH:8][cH:9][cH:10][cH:11]2)[cH:3][cH:4][cH:5]1>>[o:1]1[c:2](-[c:6]2[c:7]([CH2:12][NH:13][C:14](=[O:15])[c:16]3[cH:17][c:18]([CH3:48])[c:19]([CH2:20][NH:21][C:22](=[O:23])[N:24]4[CH2:25][C:26](=[O:45])[N:27]([CH2:35][CH2:36][OH:37])[c:28]5[cH:29][cH:30][cH:31][c:32]([F:34])[c:33]54)[cH:46][cH:47]3)[cH:8][cH:9][cH:10][cH:11]2)[cH:3][cH:4][cH:5]1.